From a dataset of the Open Reaction Database (ORD), a public repository of structured organic reaction records. describe an organic reaction: reactants, conditions, products, and yield Reactants: OC1=CC=C(C=C1)C1C2=CC(=CC=C2C2=CC=C3C(=C12)C=CC=C3)OC (11-(4-hydroxyphenyl)-9-methoxy-11H-benzo[a]fluorene), ice water, Cl.C(C)N(CCCl)CC (diethyl-(2-chloroethyl)amine hydrochloride), C([O-])([O-])=O.[K+].[K+] (potassium carbonate). Solvent: C(C)C(=O)C (methyl ethyl ketone). Yields the product COC1=CC=C2C3=CC=C4C(=C3C(C2=C1)C1=CC=C(C=C1)OCCN(CC)CC)C=CC=C4 (9-methoxy-11-[4-(2-diethylaminoethoxy)phenyl]-11H-benzo[a]fluorene). Yield: 42.5%. Reaction SMILES: [OH:1][C:2]1[CH:7]=[CH:6][C:5]([CH:8]2[C:20]3[C:15](=[CH:16][CH:17]=[C:18]4[CH:24]=[CH:23][CH:22]=[CH:21][C:19]4=3)[C:14]3[C:9]2=[CH:10][C:11]([O:25][CH3:26])=[CH:12][CH:13]=3)=[CH:4][CH:3]=1.Cl.[CH2:28]([N:30]([CH2:34][CH3:35])[CH2:31][CH2:32]Cl)[CH3:29].C(=O)([O-])[O-].[K+].[K+]>C(C(C)=O)C>[CH3:26][O:25][C:11]1[CH:10]=[C:9]2[C:14]([C:15]3[C:20]([CH:8]2[C:5]2[CH:4]=[CH:3][C:2]([O:1][CH2:29][CH2:28][N:30]([CH2:34][CH3:35])[CH2:31][CH3:32])=[CH:7][CH:6]=2)=[C:19]2[CH:21]=[CH:22][CH:23]=[CH:24][C:18]2=[CH:17][CH:16]=3)=[CH:13][CH:12]=1 |f:1.2,3.4.5|. Procedure: Seven grams of the product of Example 1 was combined with 5.7 g of diethyl-(2-chloroethyl)amine hydrochloride and 12.1 g of potassium carbonate in 75 ml of methyl ethyl ketone, and the mixture was stirred under reflux for 31/2 hours. The mixture was then poured into ice water, extracted twice with 300 ml portions of ethyl acetate, and the organic extract was washed with brine, dried, and evaporated under vacuum to a tan liquid. The impure product was purified by chromatography over a silica gel ... Starting materials: O=C([O-])[O-], CN(C)C=O, C=C(C)CCl, [I-], [K+], [K+], [K+], O, Cc1cc(O)c(C)c2c1N(C=O)CC2. Yields the product C=C(C)COc1cc(C)c2c(c1C)CCN2C=O. RXN SMILES: [C:15](=[O:16])([O-:17])[O-:18].[CH3:28][N:29]([CH3:30])[CH:31]=[O:32].[Cl:23][CH2:24][C:25](=[CH2:26])[CH3:27].[I-:22].[K+:19].[K+:20].[K+:21].[OH2:33].[OH:1][c:2]1[c:3]([CH3:14])[c:4]2[c:8]([c:9]([CH3:11])[cH:10]1)[N:7]([CH:12]=[O:13])[CH2:6][CH2:5]2>>[O:1]([c:2]1[c:3]([CH3:14])[c:4]2[c:8]([c:9]([CH3:11])[cH:10]1)[N:7]([CH:12]=[O:13])[CH2:6][CH2:5]2)[CH2:26][C:25](=[CH2:24])[CH3:27].